This data is from the Open Reaction Database (ORD), a public repository of structured organic reaction records. The task is: describe an organic reaction: reactants, conditions, products, and yield Reactants: CC(=O)OC(C)=O, ClCCl, [Na+], O=C([O-])O, c1ccc(OCCSCc2nnc(-c3ccc(CNCCN4CCCC4)cc3)o2)cc1, c1ccncc1. Yields the product CC(=O)N(CCN1CCCC1)Cc1ccc(-c2nnc(CSCCOc3ccccc3)o2)cc1. RXN SMILES: [CH3:38][C:39](=[O:40])[O:41][C:42](=[O:43])[CH3:44].[Cl:50][CH2:51][Cl:52].[Na+:49].[O-:45][C:46]([OH:47])=[O:48].[O:1]([c:2]1[cH:3][cH:4][cH:5][cH:6][cH:7]1)[CH2:8][CH2:9][S:10][CH2:11][c:12]1[n:13][n:14][c:15](-[c:17]2[cH:18][cH:19][c:20]([CH2:21][NH:22][CH2:23][CH2:24][N:25]3[CH2:26][CH2:27][CH2:28][CH2:29]3)[cH:30][cH:31]2)[o:16]1.[cH:32]1[cH:33][cH:34][n:35][cH:36][cH:37]1>>[O:1]([c:2]1[cH:3][cH:4][cH:5][cH:6][cH:7]1)[CH2:8][CH2:9][S:10][CH2:11][c:12]1[n:13][n:14][c:15](-[c:17]2[cH:18][cH:19][c:20]([CH2:21][N:22]([CH2:23][CH2:24][N:25]3[CH2:26][CH2:27][CH2:28][CH2:29]3)[C:39]([CH3:38])=[O:40])[cH:30][cH:31]2)[o:16]1. Starting materials: FC(OC1=C(C=CC=C1)S(=O)(=O)N(C([O-])=O)CC)F (N-(2-difluoromethoxy-phenylsulfonyl)-ethylcarbamate), NC1=NC(=NC(=N1)OC)C (2-amino-4-methoxy6-methyl-1,3,5-triazine). Run in ClC1=CC=CC=C1 (chlorobenzene). Product: FC(OC1=C(C=CC=C1)S(=O)(=O)NC(=O)NC1=NC(=NC(=N1)OC)C)F (N-(2-Difluoromethoxyphenyl-sulfonyl)-N'-(4-methoxy-6-methyl-1,3,5-triazin-2-yl)-urea). RXN SMILES: [F:1][CH:2]([F:19])[O:3][C:4]1[CH:9]=[CH:8][CH:7]=[CH:6][C:5]=1[S:10]([N:13](CC)[C:14](=[O:16])[O-])(=[O:12])=[O:11].[NH2:20][C:21]1[N:26]=[C:25]([O:27][CH3:28])[N:24]=[C:23]([CH3:29])[N:22]=1>ClC1C=CC=CC=1>[F:19][CH:2]([F:1])[O:3][C:4]1[CH:9]=[CH:8][CH:7]=[CH:6][C:5]=1[S:10]([NH:13][C:14]([NH:20][C:21]1[N:26]=[C:25]([O:27][CH3:28])[N:24]=[C:23]([CH3:29])[N:22]=1)=[O:16])(=[O:11])=[O:12]. Reported procedure: A solution of 1.48 g of N-(2-difluoromethoxy-phenylsulfonyl)-ethylcarbamate and 0.62 g of 2-amino-4-methoxy6-methyl-1,3,5-triazine in 20 ml of chlorobenzene is refluxed. After concentration of the yellow solution by evaporation, and chromatographical purification of the residue, there is obtained a colourless oil which crystallises from an acetone/diethyl ether mixture by the addition of hexane. The yield is 0.45 g (23.1% of theory) of N-(2-difluoromethoxyphenylysulfonyl)-N'-(4-methoxy-6-methyl-... Reported procedure: A solution of 1-[4-(4-amino-6-ethylpyrrolo[2,1-f][1,2,4]triazin-5-yl)phenyl]-3-[4-(trifluoromethyl)pyridin-2-yl]urea (120 mg, 0.7 mmol) in acetic acid (2 mL) was treated with a mixture of morpholine (240 μL, 2.72 mmol) and formaldehyde (37%, 204 μL, 2.72 mmol) in acetic acid (1 mL). The reaction was heated to 60° C. overnight. The reaction was then diluted with EtOAc and washed with NaHCO3. The organic layer was dried (MgSO4) and concentrated. The pale orange solid was then triturated with ether... RXN SMILES: [NH2:1][C:2]1[C:7]2=[C:8]([C:13]3[CH:18]=[CH:17][C:16]([NH:19][C:20]([NH:22][C:23]4[CH:28]=[C:27]([C:29]([F:32])([F:31])[F:30])[CH:26]=[CH:25][N:24]=4)=[O:21])=[CH:15][CH:14]=3)[C:9]([CH2:11][CH3:12])=[CH:10][N:6]2[N:5]=[CH:4][N:3]=1.[NH:33]1[CH2:38][CH2:37][O:36][CH2:35][CH2:34]1.[CH2:39]=O>C(O)(=O)C.CCOC(C)=O>[NH2:1][C:2]1[C:7]2=[C:8]([C:13]3[CH:18]=[CH:17][C:16]([NH:19][C:20]([NH:22][C:23]4[CH:28]=[C:27]([C:29]([F:32])([F:31])[F:30])[CH:26]=[CH:25][N:24]=4)=[O:21])=[CH:15][CH:14]=3)[C:9]([CH2:11][CH3:12])=[C:10]([CH2:39][N:33]3[CH2:38][CH2:37][O:36][CH2:35][CH2:34]3)[N:6]2[N:5]=[CH:4][N:3]=1. Run at temperature 60 celsius. Solvent: C(C)(=O)O (acetic acid), C(C)(=O)O (acetic acid), CCOC(=O)C (EtOAc). Yields the product NC1=NC=NN2C1=C(C(=C2CN2CCOCC2)CC)C2=CC=C(C=C2)NC(=O)NC2=NC=CC(=C2)C(F)(F)F (N-{4-[4-amino-6-ethyl-7-(morpholin-4-ylmethyl)pyrrolo[2,1-f][1,2,4]triazin-5-yl]phenyl}-N′-[4-(trifluoromethyl)pyridin-2-yl]urea). The reactants are NC1=NC=NN2C1=C(C(=C2)CC)C2=CC=C(C=C2)NC(=O)NC2=NC=CC(=C2)C(F)(F)F (1-[4-(4-amino-6-ethylpyrrolo[2,1-f][1,2,4]triazin-5-yl)phenyl]-3-[4-(trifluoromethyl)pyridin-2-yl]urea), N1CCOCC1 (morpholine), C=O (formaldehyde). The reactants are N#Cc1c(N)cc(N)nc1Br, [H-], [Na+], C1COCCO1, Oc1ccccc1. Product: N#Cc1c(N)cc(N)nc1Oc1ccccc1. RXN SMILES: [Br:10][c:11]1[c:12]([C:13]#[N:14])[c:15]([NH2:20])[cH:16][c:17]([NH2:19])[n:18]1.[H-:2].[Na+:1].[O:21]1[CH2:22][CH2:23][O:24][CH2:25][CH2:26]1.[OH:3][c:4]1[cH:5][cH:6][cH:7][cH:8][cH:9]1>>[O:3]([c:4]1[cH:5][cH:6][cH:7][cH:8][cH:9]1)[c:11]1[c:12]([C:13]#[N:14])[c:15]([NH2:20])[cH:16][c:17]([NH2:19])[n:18]1. The reactants are ClC1=CC2=C(C(=N1)F)OC1=CC=C(C=C1[C@]21N/C(/OCC1)=N/C(C1=CC=CC=C1)=O)NC1=NC=CC=C1C ((S,Z)—N-(3-chloro-1-fluoro-7-((3-methylpyridin-2-yl)amino)spiro[chromeno[2,3-c]pyridine-5,4′-[1,3]oxazinan]-2′-ylidene)benzamide), N (ammonia), solution, CO (methanol). The solvent is C1CCOC1 (THF). Run at temperature 50 celsius. Yields the product ClC1=CC2=C(C(=N1)F)OC1=CC=C(C=C1[C@]21N=C(OCC1)N)NC1=NC=CC=C1C ((S)-3-chloro-1-fluoro-N7-(3-methylpyridin-2-yl)-5′,6′-dihydrospiro[chromeno[2,3-c]pyridine-5,4′-[1,3]oxazine]-2′,7-diamine). RXN SMILES: [Cl:1][C:2]1[N:7]=[C:6]([F:8])[C:5]2[O:9][C:10]3[C:15]([C@@:16]4([CH2:21][CH2:20][O:19]/[C:18](=[N:22]\C(=O)C5C=CC=CC=5)/[NH:17]4)[C:4]=2[CH:3]=1)=[CH:14][C:13]([NH:31][C:32]1[C:37]([CH3:38])=[CH:36][CH:35]=[CH:34][N:33]=1)=[CH:12][CH:11]=3.N.CO>C1COCC1>[Cl:1][C:2]1[N:7]=[C:6]([F:8])[C:5]2[O:9][C:10]3[C:15]([C@@:16]4([CH2:21][CH2:20][O:19][C:18]([NH2:22])=[N:17]4)[C:4]=2[CH:3]=1)=[CH:14][C:13]([NH:31][C:32]1[C:37]([CH3:38])=[CH:36][CH:35]=[CH:34][N:33]=1)=[CH:12][CH:11]=3. Procedure: To a solution of (S,Z)—N-(3-chloro-1-fluoro-7-((3-methylpyridin-2-yl)amino)spiro[chromeno[2,3-c]pyridine-5,4′-[1,3]oxazinan]-2′-ylidene)benzamide (0.069 g, 0.130 mmol) in THF (2 mL) was added ammonia, 2.0M solution in methanol (10 ml, 20.00 mmol) and heated in a sealed tube at 50° C. for 15 h. The reaction was concentrated and purified by HPLC to afford (S)-3-chloro-1-fluoro-N7-(3-methylpyridin-2-yl)-5′,6′-dihydrospiro[chromeno[2,3-c]pyridine-5,4′-[1,3]oxazine]-2′,7-diamine as a white solid. MS ...